From a dataset of the Open Reaction Database (ORD), a public repository of structured organic reaction records. describe an organic reaction: reactants, conditions, products, and yield Starting materials: C(C(C)C)(=O)Cl (isobutyryl chloride), C(C(=O)O)(=O)O (oxalic acid), C1(=CC=CC=C1)C=1CCN(CC1)CCCN1C(C2=CC=CC=C2C1O)=O (2-[3-(4-phenyl-1,2,3,6-tetrahydro-1pyridyl)propyl]-3-hydroxy-1-isoindolinone), [H-].[Na+] (sodium hydride), suspension. Run in C(C)C(=O)C (methyl ethyl ketone), C(C)C(=O)C (methyl ethyl ketone), CN(C=O)C (dimethylformamide), CN(C=O)C (dimethylformamide). Run at time 2 hour. Yields the product C(C(=O)O)(=O)O.C(C(C)C)(=O)OC1N(C(C2=CC=CC=C12)=O)CCCN1CCC(=CC1)C1=CC=CC=C1 (3-isobutyryloxy-2-[3-(4-phenyl-1,2,3,6-tetrahydro-1-pyridyl)propyl]-1-isoindolinone oxalate). Yield: 35.4%. Reaction SMILES: [C:1]1([C:7]2[CH2:8][CH2:9][N:10]([CH2:13][CH2:14][CH2:15][N:16]3[CH:24]([OH:25])[C:23]4[C:18](=[CH:19][CH:20]=[CH:21][CH:22]=4)[C:17]3=[O:26])[CH2:11][CH:12]=2)[CH:6]=[CH:5][CH:4]=[CH:3][CH:2]=1.[H-].[Na+].[C:29](Cl)(=[O:33])[CH:30]([CH3:32])[CH3:31].[C:35]([OH:40])(=[O:39])[C:36]([OH:38])=[O:37]>CN(C)C=O.C(C(C)=O)C>[C:35]([OH:40])(=[O:39])[C:36]([OH:38])=[O:37].[C:29]([O:26][CH:17]1[C:18]2[C:23](=[CH:22][CH:21]=[CH:20][CH:19]=2)[C:24](=[O:25])[N:16]1[CH2:15][CH2:14][CH2:13][N:10]1[CH2:9][CH:8]=[C:7]([C:1]2[CH:6]=[CH:5][CH:4]=[CH:3][CH:2]=2)[CH2:12][CH2:11]1)(=[O:33])[CH:30]([CH3:32])[CH3:31] |f:1.2,7.8|. Reported procedure: 15 A solution of 2-[3-(4-phenyl-1,2,3,6-tetrahydro-1pyridyl)propyl]-3-hydroxy-1-isoindolinone (7 g) in anhydrous dimethylformamide (75 cc) is added to a suspension of sodium hydride (as a 50% suspension in oil) (1 g) in anhydrous dimethylformamide (25 cc) at a temperature close to 20° C. in the course of 10 minutes and agitation is continued for 2 hours. Then, 2.3 g of isobutyryl chloride is added in the course of 5 minutes, and agitation is continued for a further 20 hours. The suspension obtai...